From a dataset of the Open Reaction Database (ORD), a public repository of structured organic reaction records. describe an organic reaction: reactants, conditions, products, and yield Starting materials: C(C)(C)(C)OC(NC1=C(C=CC(=C1)OCC(F)(F)F)N)=O ([2-amino-5-(2,2,2-trifluoro-ethoxy)-phenyl]-carbamic acid tert-butyl ester), C(C)(C)(C)OC(CC(C1=CC(=CC=C1)C1=CC=NC=C1)=O)=O (3-oxo-3-(3-pyridin-4-yl-phenyl)-propionic acid tert-butyl ester). Yields the product C(C)(C)(C)OC(NC1=C(C=CC(=C1)OCC(F)(F)F)NC(CC(C1=CC(=CC=C1)C1=CC=NC=C1)=O)=O)=O ([2-[3-Oxo-3-(3-pyridin-4-yl-phenyl)-propionylamino]-5-(2,2,2-trifluoro-ethoxy)-phenyl]-carbamic acid tert-butyl ester), solid. As a reaction SMILES: [C:1]([O:5][C:6](=[O:21])[NH:7][C:8]1[CH:13]=[C:12]([O:14][CH2:15][C:16]([F:19])([F:18])[F:17])[CH:11]=[CH:10][C:9]=1[NH2:20])([CH3:4])([CH3:3])[CH3:2].C([O:26][C:27](=O)[CH2:28][C:29](=[O:42])[C:30]1[CH:35]=[CH:34][CH:33]=[C:32]([C:36]2[CH:41]=[CH:40][N:39]=[CH:38][CH:37]=2)[CH:31]=1)(C)(C)C>>[C:1]([O:5][C:6](=[O:21])[NH:7][C:8]1[CH:13]=[C:12]([O:14][CH2:15][C:16]([F:19])([F:18])[F:17])[CH:11]=[CH:10][C:9]=1[NH:20][C:27](=[O:26])[CH2:28][C:29](=[O:42])[C:30]1[CH:35]=[CH:34][CH:33]=[C:32]([C:36]2[CH:37]=[CH:38][N:39]=[CH:40][CH:41]=2)[CH:31]=1)([CH3:4])([CH3:2])[CH3:3]. Procedure details: The title compound was prepared from [2-amino-5-(2,2,2-trifluoro-ethoxy)-phenyl]-carbamic acid tert-butyl ester (Example J13) (230 mg, 0.75 mmol) and 3-oxo-3-(3-pyridin-4-yl-phenyl)-propionic acid tert-butyl ester (Example K2) (223 mg, 0.75 mmol) according to the general procedure M. Obtained as a light brown solid (258 mg). Starting materials: ClCCCCBr, CS(C)=O, [Na+], [OH-], O, O=C1CCCc2[nH]ccc21. Product: O=C1CCCc2c1ccn2CCCCCl. As a reaction SMILES: [Br:13][CH2:14][CH2:15][CH2:16][CH2:17][Cl:18].[CH3:20][S:21]([CH3:22])=[O:23].[Na+:12].[OH-:11].[OH2:19].[nH:1]1[cH:2][cH:3][c:4]2[c:9]1[CH2:8][CH2:7][CH2:6][C:5]2=[O:10]>>[n:1]1([CH2:14][CH2:15][CH2:16][CH2:17][Cl:18])[cH:2][cH:3][c:4]2[c:9]1[CH2:8][CH2:7][CH2:6][C:5]2=[O:10]. The reactants are O1C2=C(N(CC1)CCCNC1=CC=C(C=C1)CC(C(=O)O)OCC)C=CC=C2 (3-[4-{3-(3,4-Dihydro-2H-benzo[b][1,4]oxazin-4-yl)propylamino}phenyl]-2-ethoxypropanoic acid), N[C@@H](CCCNC(N)=N)C(=O)O (L-arginine), C1=CC=CC=C1 (benzene). Run in CO.ClC(C)Cl (methanol dichloroethane). Run at time 3.5 hour. The product is N[C@@H](CCCNC(N)=N)C(=O)O.O1C2=C(N(CC1)CCCNC1=CC=C(C=C1)CC(C(=O)O)OCC)C=CC=C2 (3-[4-{3-(3,4-Dihydro-2H-benzo[b][1,4]oxazin-4-yl)propylamino}phenyl]-2-ethoxypropanoic acid arginine salt). As a reaction SMILES: [O:1]1[CH2:6][CH2:5][N:4]([CH2:7][CH2:8][CH2:9][NH:10][C:11]2[CH:16]=[CH:15][C:14]([CH2:17][CH:18]([O:22][CH2:23][CH3:24])[C:19]([OH:21])=[O:20])=[CH:13][CH:12]=2)[C:3]2[CH:25]=[CH:26][CH:27]=[CH:28][C:2]1=2.[NH2:29][C@H:30]([C:38]([OH:40])=[O:39])[CH2:31][CH2:32][CH2:33][NH:34][C:35](=[NH:37])[NH2:36].C1C=CC=CC=1>CO.ClC(Cl)C>[NH2:29][C@H:30]([C:38]([OH:40])=[O:39])[CH2:31][CH2:32][CH2:33][NH:34][C:35](=[NH:36])[NH2:37].[O:1]1[CH2:6][CH2:5][N:4]([CH2:7][CH2:8][CH2:9][NH:10][C:11]2[CH:16]=[CH:15][C:14]([CH2:17][CH:18]([O:22][CH2:23][CH3:24])[C:19]([OH:21])=[O:20])=[CH:13][CH:12]=2)[C:3]2[CH:25]=[CH:26][CH:27]=[CH:28][C:2]1=2 |f:3.4,5.6|. Procedure: To a solution of 3-[4-{3-(3,4-dihydro-2H-benzo[b][1,4]oxazin-4-yl)propylamino}phenyl]-2-ethoxypropanoic acid (200 mg, 1 eq, 0.52 mmol) obtained in example 2, in dry methanol:dichloroethane (10:1) (5 ml), L-arginine (90.5 mg, 1 eq, 0.52 mmol) was added and allowed to stir for 3-4 h. The solvent was reduced on rotavapour followed by benzene azeotrope. The residue was dried under high vacuum pump to yield the title compound as a free flowing solid (yield 100%), mp: 92-94° C. Reactants: aqueous solution, [OH-].[K+] (KOH), C(#N)CCN(CC(=O)O)C(CCCCCCCCCCC)=O (N-cyanoethyl-N-dodecanoylglycine). The product is C(#N)CCN(CC(=O)[O-])C(CCCCCCCCCCC)=O.[K+] (potassium N-cyanoethyl-N-dodecanoylglycinate). RXN SMILES: [OH-].[K+:2].[C:3]([CH2:5][CH2:6][N:7]([C:12](=[O:24])[CH2:13][CH2:14][CH2:15][CH2:16][CH2:17][CH2:18][CH2:19][CH2:20][CH2:21][CH2:22][CH3:23])[CH2:8][C:9]([OH:11])=[O:10])#[N:4]>>[C:3]([CH2:5][CH2:6][N:7]([C:12](=[O:24])[CH2:13][CH2:14][CH2:15][CH2:16][CH2:17][CH2:18][CH2:19][CH2:20][CH2:21][CH2:22][CH3:23])[CH2:8][C:9]([O-:11])=[O:10])#[N:4].[K+:2] |f:0.1,3.4|. Procedure: A 30% aqueous solution of KOH was gradually added to the N-cyanoethyl-N-dodecanoylglycine obtained in Example 2 to thereby adjust the pH of the system to 6.0. Thus, an aqueous solution of potassium N-cyanoethyl-N-dodecanoylglycinate was obtained. 1H-NMR spectrum (200 MHz, D2O) 4.02 (s,1 H), 3.94 (s,1 H), 3.76 (t,1 H), 3.65 (t,1 H), 2.80 (t,1 H), 2.71 (t,1 H), 2.50 (t,1 H), 2.30 (t,1 H), 1.60 (m,2 H), 1.31 (b,16 H), 0.89 (t,3 H) ppm Reactants: N1N=NN=C1C1=C(C=CC=C1)C1=CC=C(C=C1)CN([C@@H]1[C@@H](CCCC1)C(=O)OCC)C(CCCC)=O (ethyl rac-cis-N-[(2'-(1H-tetrazol-5-yl)biphenyl-4-yl)methyl]-N-valeryl-2-aminocyclohexane-1-carboxylate), [OH-].[Na+] (NaOH), Cl (HCl). Run in C(C)O (ethanol). The product is C(=O)(O)[C@@H]1[C@@H](CCCC1)N(CC1=CC=C(C=C1)C1=C(C=CC=C1)C1=NN=NN1)C(CCCC)=O (cis-N-(2-Carboxycyclohexyl)-N-pentanoyl-N-[2'-(1H-tetrazol-5-yl)biphenyl-4-ylmethyl]-amine). As a reaction SMILES: [NH:1]1[C:5]([C:6]2[CH:11]=[CH:10][CH:9]=[CH:8][C:7]=2[C:12]2[CH:17]=[CH:16][C:15]([CH2:18][N:19]([C:31](=[O:36])[CH2:32][CH2:33][CH2:34][CH3:35])[C@H:20]3[CH2:25][CH2:24][CH2:23][CH2:22][C@H:21]3[C:26]([O:28]CC)=[O:27])=[CH:14][CH:13]=2)=[N:4][N:3]=[N:2]1.[OH-].[Na+].Cl>C(O)C>[C:26]([C@H:21]1[CH2:22][CH2:23][CH2:24][CH2:25][C@H:20]1[N:19]([C:31](=[O:36])[CH2:32][CH2:33][CH2:34][CH3:35])[CH2:18][C:15]1[CH:16]=[CH:17][C:12]([C:7]2[CH:8]=[CH:9][CH:10]=[CH:11][C:6]=2[C:5]2[NH:4][N:3]=[N:2][N:1]=2)=[CH:13][CH:14]=1)([OH:28])=[O:27] |f:1.2|. Procedure details: 649 mg of ethyl rac-cis-N-[(2'-(1H-tetrazol-5-yl)biphenyl-4-yl)methyl]-N-valeryl-2-aminocyclohexane-1-carboxylate are heated at 80° for 18 hours together with 10 ml of ethanol and 2 ml of 2N NaOH. The mixture is neutralized with 2 ml of 2N HCl and evaporated. The crude product is purified on silica gel 60 (40-63 μm) using CH2Cl2 -MeOH (95:5), Rf =0.30 (system N8). MS (FAB): m/e 462 (M+ +H), 484 (M+ +Na). RXN SMILES: [Cl:1][C:2]1[CH:3]=[C:4]([CH:9]2[CH2:13][NH:12][CH2:11][CH:10]2[N:14]([CH3:25])[C:15](=[O:24])[CH2:16][C:17]2[CH:22]=[CH:21][C:20]([F:23])=[CH:19][CH:18]=2)[CH:5]=[CH:6][C:7]=1[Cl:8].[O:26]1[CH2:31][CH2:30][N:29]([C:32]2[CH:40]=[CH:39][C:35]([C:36](O)=[O:37])=[CH:34][CH:33]=2)[CH2:28][CH2:27]1>>[Cl:1][C:2]1[CH:3]=[C:4]([CH:9]2[CH2:13][N:12]([C:36](=[O:37])[C:35]3[CH:34]=[CH:33][C:32]([N:29]4[CH2:30][CH2:31][O:26][CH2:27][CH2:28]4)=[CH:40][CH:39]=3)[CH2:11][CH:10]2[N:14]([CH3:25])[C:15](=[O:24])[CH2:16][C:17]2[CH:18]=[CH:19][C:20]([F:23])=[CH:21][CH:22]=2)[CH:5]=[CH:6][C:7]=1[Cl:8]. The reactants are ClC=1C=C(C=CC1Cl)C1C(CNC1)N(C(CC1=CC=C(C=C1)F)=O)C (N-[(3RS,4SR)-4-(3,4-dichloro-phenyl)-pyrrolidin-3-yl]-2-(4-fluoro-phenyl)-N-methyl-acetamide), O1CCN(CC1)C1=CC=C(C(=O)O)C=C1 (4-morpholinobenzoic acid). Product: ClC=1C=C(C=CC1Cl)C1C(CN(C1)C(C1=CC=C(C=C1)N1CCOCC1)=O)N(C(CC1=CC=C(C=C1)F)=O)C (N-[(3RS,4SR)-4-(3,4-dichloro-phenyl)-1-(4-morpholin-4-yl-benzoyl)-pyrrolidin-3-yl]-2-(4-fluoro-phenyl)-N-methyl-acetamide). Reported procedure: In analogy to the procedure described for the synthesis of example 87 (step c), the title compound N-[(3RS,4SR)-4-(3,4-dichloro-phenyl)-1-(4-morpholin-4-yl-benzoyl)-pyrrolidin-3-yl]-2-(4-fluoro-phenyl)-N-methyl-acetamide was prepared from N-[(3RS,4SR)-4-(3,4-dichloro-phenyl)-pyrrolidin-3-yl]-2-(4-fluoro-phenyl)-N-methyl-acetamide using 4-morpholinobenzoic acid instead of 1-(1-methyl-cyclopropanecarbonyl)-piperidine-4-carboxylic acid and was obtained as a light yellow oil. MS m/e: 570.1 [M]+. The reactants are CCBr, CN1CC(O)N(c2ccc(Cl)c(Cl)c2)C1=O, CN(C)C=O, [H-], [Na+], O. Yields the product CCOC1CN(C)C(=O)N1c1ccc(Cl)c(Cl)c1. Reaction SMILES: [CH2:19]([CH3:20])[Br:21].[CH3:1][N:2]1[C:3](=[O:16])[N:4]([c:8]2[cH:9][c:10]([Cl:15])[c:11]([Cl:14])[cH:12][cH:13]2)[CH:5]([OH:7])[CH2:6]1.[CH3:23][N:24]([CH3:25])[CH:26]=[O:27].[H-:17].[Na+:18].[OH2:22]>>[CH3:1][N:2]1[C:3](=[O:16])[N:4]([c:8]2[cH:9][c:10]([Cl:15])[c:11]([Cl:14])[cH:12][cH:13]2)[CH:5]([O:7][CH2:19][CH3:20])[CH2:6]1. Reactants: C(C1=CC=CC=C1)(=O)OC[C@H]1C[C@H]([C@@H](C[C@@H]1COC(C1=CC=CC=C1)=O)N1C2=NC=NC(=C2N=C1)N)O (9-[(1R,2R,4S,5S)-4,5-bis(benzoyloxymethyl)-2-hydroxycyclohexyl]-adenine), C(C)#N (acetonitrile), aqueous solution, C(O)([O-])=O.[Na+] (sodium hydrogen carbonate), C1(=CC=CC=C1)OC(=S)Cl (phenyloxythiocarbonyl chloride). Reagents/catalysts: CN(C1=CC=NC=C1)C (4-dimethylaminopyridine). The solvent is CO (methanol). Run at time 24 hour. The product is C(C1=CC=CC=C1)(=O)OC[C@H]1C[C@H]([C@@H](C[C@@H]1COC(C1=CC=CC=C1)=O)N1C2=NC=NC(=C2N=C1)N)OC(=S)OC1=CC=CC=C1 (9-[(1R,2R,4S,5S)-4,5-bis(benzoyloxymethyl)-2-(phenoxythiocarbonyloxy)cyclohexyl]-adenine). Yield: 57.0%. Reaction SMILES: [C:1]([O:9][CH2:10][C@@H:11]1[C@@H:16]([CH2:17][O:18][C:19](=[O:26])[C:20]2[CH:25]=[CH:24][CH:23]=[CH:22][CH:21]=2)[CH2:15][C@@H:14]([N:27]2[CH:35]=[N:34][C:33]3[C:28]2=[N:29][CH:30]=[N:31][C:32]=3[NH2:36])[C@H:13]([OH:37])[CH2:12]1)(=[O:8])[C:2]1[CH:7]=[CH:6][CH:5]=[CH:4][CH:3]=1.C(#N)C.[C:41]1([O:47][C:48](Cl)=[S:49])[CH:46]=[CH:45][CH:44]=[CH:43][CH:42]=1.C(=O)([O-])O.[Na+]>CN(C)C1C=CN=CC=1.CO>[C:1]([O:9][CH2:10][C@@H:11]1[C@@H:16]([CH2:17][O:18][C:19](=[O:26])[C:20]2[CH:25]=[CH:24][CH:23]=[CH:22][CH:21]=2)[CH2:15][C@@H:14]([N:27]2[CH:35]=[N:34][C:33]3[C:28]2=[N:29][CH:30]=[N:31][C:32]=3[NH2:36])[C@H:13]([O:37][C:48]([O:47][C:41]2[CH:46]=[CH:45][CH:44]=[CH:43][CH:42]=2)=[S:49])[CH2:12]1)(=[O:8])[C:2]1[CH:3]=[CH:4][CH:5]=[CH:6][CH:7]=1 |f:3.4|. Procedure: In an atmosphere of argon gas, 9-[(1R,2R,4S,5S)-4,5-bis(benzoyloxymethyl)-2-hydroxycyclohexyl]-adenine (151 mg, 0.3 mmole) was dissolved into acetonitrile (5 ml), to which were then added 4-dimethylaminopyridine (75.1 mg, 0.62 mmole) and phenyloxythiocarbonyl chloride (57 μl, 0.33 mmole). After stirring the resulting mixture at room temperature for 24 hours. 0.1M aqueous solution of sodium hydrogen carbonate was added to the reaction mixture, and the mixture was subjected to extraction with ethy... Reactants: C(C(O)C(O)C(=O)O)(=O)O (tartaric acid), Cl.C1=CC=CC=2N(C3=C(CCC21)C=CC=C3)CCOCCN3CC(=CCC3)C(=O)O (N-(2-(2-(10,11-Dihydro-5H-dibenz[b,f]azepin-5-yl)ethoxy)ethyl)-1,2,5,6-tetrahydro-3-pyridinecarboxylic acid hydrochloride), C(C)(=O)O.N1CC(CC1)CC(=O)OC (methyl 3-pyrrolidineacetate acetate), C([O-])([O-])=O.[K+].[K+] (potassium carbonate), [I-].[K+] (potassium iodide). Run in C(C)(=O)OCC (ethyl acetate), O (water), C1CCOC1 (THF), CCCCCCC (n-heptane), O (water), CC(=O)CC(C)C (methylisobutyl ketone). Yields the product COC(CC1CN(CC1)CCOCCN1C2=C(CCC3=C1C=CC=C3)C=CC=C2)=O (N-(2-(2 -(10,11-dihydro-5H-dibenz[b,f]azepin-5-yl)ethoxy)ethyl)-3-pyrrolidineacetic acid methyl ester). Yield: 50.0%. Reaction SMILES: Cl.[CH:2]1[C:12]2[CH2:11][CH2:10][C:9]3[CH:13]=[CH:14][CH:15]=[CH:16][C:8]=3[N:7]([CH2:17][CH2:18][O:19][CH2:20][CH2:21][N:22]3[CH2:27][CH2:26][CH:25]=[C:24]([C:28]([OH:30])=[O:29])[CH2:23]3)[C:6]=2[CH:5]=[CH:4][CH:3]=1.[C:31](O)(=O)C.N1CCC(CC(OC)=O)C1.C(=O)([O-])[O-].[K+].[K+].[I-].[K+].C(O)(=O)C(C(C(O)=O)O)O>CC(CC(C)C)=O.C(OCC)(=O)C.O.C1COCC1.CCCCCCC>[CH3:31][O:30][C:28](=[O:29])[CH2:24][CH:25]1[CH2:26][CH2:27][N:22]([CH2:21][CH2:20][O:19][CH2:18][CH2:17][N:7]2[C:6]3[CH:5]=[CH:4][CH:3]=[CH:2][C:12]=3[CH2:11][CH2:10][C:9]3[CH:13]=[CH:14][CH:15]=[CH:16][C:8]2=3)[CH2:23]1 |f:0.1,2.3,4.5.6,7.8|. Procedure: A mixture of 2-(2-(10,11-dihydro-5H-dibenz[b,f]azepin-5-yl)ethoxy)ethylchloride (1.5 g, 4.9 mmol, prepared as described in Example 15), methyl 3-pyrrolidineacetate acetate (2.0 g, 9.8 mmol), potassium carbonate (2.4 g, 17 mmol) and potassium iodide (0.16 g) in methylisobutyl ketone (30 ml) was heated at reflux temperature for 48 h. The reaction mixture was allowed to cool and water (40 ml) was added. The phases were separated and from the organic phase the solvent was evaporated in vacuo to give...